This data is from the Open Reaction Database (ORD), a public repository of structured organic reaction records. The task is: describe an organic reaction: reactants, conditions, products, and yield Reactants: OC1=CC=C(C=C1)C1=CC2=C(S1)C=C(C=C2)O (2-(4-Hydroxyphenyl)-6-hydroxybenzo[b]thiophene), C(C1=CC=CC=C1)(=O)Cl (benzoyl chloride). Product: C(C1=CC=CC=C1)(=O)OC1=CC=C(C=C1)C1=CC2=C(S1)C=C(C=C2)OC(C2=CC=CC=C2)=O (2-(4-Benzoyloxyphenyl)-6-Benzoyloxybenzo[b]thiophene). RXN SMILES: [OH:1][C:2]1[CH:7]=[CH:6][C:5]([C:8]2[S:12][C:11]3[CH:13]=[C:14]([OH:17])[CH:15]=[CH:16][C:10]=3[CH:9]=2)=[CH:4][CH:3]=1.[C:18](Cl)(=[O:25])[C:19]1[CH:24]=[CH:23][CH:22]=[CH:21][CH:20]=1>>[C:18]([O:1][C:2]1[CH:7]=[CH:6][C:5]([C:8]2[S:12][C:11]3[CH:13]=[C:14]([O:17][C:18](=[O:25])[C:19]4[CH:24]=[CH:23][CH:22]=[CH:21][CH:20]=4)[CH:15]=[CH:16][C:10]=3[CH:9]=2)=[CH:4][CH:3]=1)(=[O:25])[C:19]1[CH:24]=[CH:23][CH:22]=[CH:21][CH:20]=1. Reported procedure: 2-(4-Hydroxyphenyl)-6-hydroxybenzo[b]thiophene and benzoyl chloride were converted to the title compound by the procedure of Example 3 to yield a white crystalline solid. mp 216° C.-218° C. The reactants are CN(C(=O)SC=1C=C(C#N)C=C(C1)SC(N(C)C)=O)C (3,5-Bis(dimethylcarbamoylthio)benzonitrile), [OH-].[Na+] (sodium hydroxide). Reaction SMILES: CN(C)C([S:5][C:6]1[CH:7]=[C:8]([CH:11]=[C:12]([S:14]C(=O)N(C)C)[CH:13]=1)[C:9]#[N:10])=O.[OH-].[Na+]>>[SH:5][C:6]1[CH:7]=[C:8]([CH:11]=[C:12]([SH:14])[CH:13]=1)[C:9]#[N:10] |f:1.2|. Reported procedure: 3,5-Bis(dimethylcarbamoylthio)benzonitrile was subjected to hydrolysis with aqueous sodium hydroxide according to the ordinary procedure, giving 3,5-dimercaptobenzonitile. Yields the product SC=1C=C(C#N)C=C(C1)S (3,5-dimercaptobenzonitile). Reactants: C(#N)C1=CC(=C(C=C1)C=1C=NN(C1O)C1=NC=C(C(=O)O)C=C1)C (6-(4-(4-cyano-2-methylphenyl)-5-hydroxy-1H-pyrazol-1-yl)nicotinic acid), O1C[C@@H](CC1)N ((R)-tetrahydrofuran-3-amine). The product is C(#N)C1=CC(=C(C=C1)C=1C=NN(C1O)C1=NC=C(C(=O)N[C@H]2COCC2)C=C1)C ((R)-6-(4-(4-cyano-2-methylphenyl)-5-hydroxy-1H-pyrazol-1-yl)-N-(tetrahydrofuran-3-yl)nicotinamide). RXN SMILES: [C:1]([C:3]1[CH:8]=[CH:7][C:6]([C:9]2[CH:10]=[N:11][N:12]([C:15]3[CH:23]=[CH:22][C:18]([C:19](O)=[O:20])=[CH:17][N:16]=3)[C:13]=2[OH:14])=[C:5]([CH3:24])[CH:4]=1)#[N:2].[O:25]1[CH2:29][CH2:28][C@@H:27]([NH2:30])[CH2:26]1>>[C:1]([C:3]1[CH:8]=[CH:7][C:6]([C:9]2[CH:10]=[N:11][N:12]([C:15]3[CH:23]=[CH:22][C:18]([C:19]([NH:30][C@@H:27]4[CH2:28][CH2:29][O:25][CH2:26]4)=[O:20])=[CH:17][N:16]=3)[C:13]=2[OH:14])=[C:5]([CH3:24])[CH:4]=1)#[N:2]. Procedure details: The title compound was prepared in a manner similar to Example 112 using 6-(4-(4-cyano-2-methylphenyl)-5-hydroxy-1H-pyrazol-1-yl)nicotinic acid and (R)-tetrahydrofuran-3-amine. 1H NMR (400 MHz, DMSO-d6) δ ppm 1.79-1.94 (m, 1H) 2.03-2.19 (m, 1H) 2.36 (s, 3H) 3.56 (dd, J=9.09, 4.04 Hz, 1H) 3.66 (td, J=8.15, 5.94 Hz, 1H) 3.75-3.88 (m, 2H) 4.42 (dtt, J=8.07, 6.29, 6.29, 4.20, 4.20 Hz, 1H) 7.54-7.63 (m, 1H) 7.66 (s, 1H) 7.71 (br. s., 1H) 8.11 (br. s., 1H) 8.20-8.62 (m, 2H) 8.71 (d, J=6.32 Hz, 1H) 8.8...